Task: describe an organic reaction: reactants, conditions, products, and yield. Dataset: the Open Reaction Database (ORD), a public repository of structured organic reaction records The reactants are C(C)C(CC)NC1=C(C(=NC(=C1)C)OC1=C(C=C(C=C1C)C)C)O (4-(1-Ethyl-propylamino)-6-methyl-2-(2,4,6-trimethyl-phenoxy)-pyridin-3-ol), ClC(Cl)(OC(OC(Cl)(Cl)Cl)=O)Cl (triphosgene). Product: C(C)C(CC)N1C(OC=2C(=NC(=CC21)C)OC2=C(C=C(C=C2C)C)C)=O (1-(1-Ethyl-propyl)-6-methyl-4-(2,4,6-trimethyl-phenoxy)-1H-oxazolo[5,4-c]pyridin-2-one). As a reaction SMILES: [CH2:1]([CH:3]([NH:6][C:7]1[CH:12]=[C:11]([CH3:13])[N:10]=[C:9]([O:14][C:15]2[C:20]([CH3:21])=[CH:19][C:18]([CH3:22])=[CH:17][C:16]=2[CH3:23])[C:8]=1[OH:24])[CH2:4][CH3:5])[CH3:2].Cl[C:26](Cl)([O:28]C(=O)OC(Cl)(Cl)Cl)Cl>>[CH2:1]([CH:3]([N:6]1[C:7]2[CH:12]=[C:11]([CH3:13])[N:10]=[C:9]([O:14][C:15]3[C:20]([CH3:21])=[CH:19][C:18]([CH3:22])=[CH:17][C:16]=3[CH3:23])[C:8]=2[O:24][C:26]1=[O:28])[CH2:4][CH3:5])[CH3:2]. Reported procedure: The title compound was prepared as a grey solid by the method analogous to that described in the Example 21 starting from 4-(1-Ethyl-propylamino)-6-methyl-2-(2,4,6-trimethyl-phenoxy)-pyridin-3-ol and triphosgene. 1H NMR (CDCl3) δ 6.87(s,2H), 6.55(s,1H), 3.98(m,1H), 2.29(s,3H), 2.28(s,3H), 2.09(s,6H), 1.9–2.05(m,2H), 1.8–1.9(m,2H), 0.90(t,6H) ppm. The reactants are c1ccc(COc2cccc(-c3nc4n(n3)Cc3ccccc3-4)c2)cc1, ClCCl, CCO. Yields the product Oc1cccc(-c2nc3n(n2)Cc2ccccc2-3)c1. Reaction SMILES: [CH2:1]([c:2]1[cH:3][cH:4][cH:5][cH:6][cH:7]1)[O:8][c:9]1[cH:10][c:11](-[c:15]2[n:16][n:17]3[c:18]([n:26]2)-[c:19]2[cH:20][cH:21][cH:22][cH:23][c:24]2[CH2:25]3)[cH:12][cH:13][cH:14]1.[CH2:27]([Cl:28])[Cl:29].[CH3:30][CH2:31][OH:32]>>[OH:8][c:9]1[cH:10][c:11](-[c:15]2[n:16][n:17]3[c:18]([n:26]2)-[c:19]2[cH:20][cH:21][cH:22][cH:23][c:24]2[CH2:25]3)[cH:12][cH:13][cH:14]1. Reactants: OS(=O)(=O)O (H2SO4), C(C)(C)(C)C1=CC=2CC3=CC(=CC=C3SC2C=C1)C(C)(C)C (2,7-di-t-butylthioxanthene), C=O (paraformaldehyde), C(CCC)[Li] (n-butyl lithium). The solvent is C1CCOC1 (THF). Conditions: time 30 minute. The product is C(C)(C)(C)C1=CC=2C(C3=CC(=CC=C3SC2C=C1)C(C)(C)C)CO (2,7-Di-t-butylthioxanthen-9-yl methanol). RXN SMILES: [C:1]([C:5]1[CH:18]=[CH:17][C:16]2[S:15][C:14]3[C:9](=[CH:10][C:11]([C:19]([CH3:22])([CH3:21])[CH3:20])=[CH:12][CH:13]=3)[CH2:8][C:7]=2[CH:6]=1)([CH3:4])([CH3:3])[CH3:2].C([Li])CCC.[CH2:28]=[O:29].OS(O)(=O)=O>C1COCC1>[C:1]([C:5]1[CH:18]=[CH:17][C:16]2[S:15][C:14]3[C:9](=[CH:10][C:11]([C:19]([CH3:22])([CH3:21])[CH3:20])=[CH:12][CH:13]=3)[CH:8]([CH2:28][OH:29])[C:7]=2[CH:6]=1)([CH3:4])([CH3:3])[CH3:2]. Procedure details: To a solution of 15 g of 2,7-di-t-butylthioxanthene in 150 mL of dry THF cooled to -75°, mL of n-butyl lithium solution (2.45 M) was added dropwise. A deep red color developed. After stirring at -75° for 30 min., 5 g of paraformaldehyde was added slowly. The mixture was then allowed to warm to room temperature and refluxed for 30 min. Completion of the reaction was signaled by discharge of the red color. The mixture, which contained a gray precipitate, was cooled and decomposed with ice and 25% ... Reactants: P(=O)(Cl)(Cl)Cl (phosphorus oxychloride), CC1=CC=C(C=C1)C1=CC=NN1C (5-(4-methylphenyl)-1-methyl-1H-pyrazole), CN(C=O)C (N,N-Dimethylformamide). Run at time 1 hour. The product is CC1=CC=C(C=C1)C1=C(C=NN1C)C=O (5-(4-methylphenyl)-1-methyl-1H-pyrazole-4-carbaldehyde). As a reaction SMILES: P(Cl)(Cl)(Cl)=O.[CH3:6][C:7]1[CH:12]=[CH:11][C:10]([C:13]2[N:17]([CH3:18])[N:16]=[CH:15][CH:14]=2)=[CH:9][CH:8]=1.CN(C)[CH:21]=[O:22]>>[CH3:6][C:7]1[CH:12]=[CH:11][C:10]([C:13]2[N:17]([CH3:18])[N:16]=[CH:15][C:14]=2[CH:21]=[O:22])=[CH:9][CH:8]=1. Procedure details: N,N-Dimethylformamide (300 mL) was cooled to 0° C. and treated with phosphorus oxychloride (80 g, 0.52 mol). After completion of the addition, the resulting mixture was warmed to room temperature and stirred for 1 hour. 5-(4-Methylphenyl)-1-methyl-1H-pyrazole (C2) (30.0 g, 174 mmol) was added and the reaction mixture was heated to 120° C. and stirred overnight. The mixture was cooled to room temperature and concentrated in vacuo. The residue was poured into ice-water (700 mL), then adjusted to a... Starting materials: nitro, ditosyl ester, C(CCO)O (1,3-propanediol), CC1=CC=C(C=C1)S(=O)(=O)OCC(COS(=O)(=O)C1=CC=C(C=C1)C)CC1=CC=C(C=C1)[N+](=O)[O-] (2-[(4-nitrophenyl)methyl]propan-1,3-diol bis(4-methylbenzenesulfonate)), [N+](=O)([O-])C1=CC=C(CBr)C=C1 (4-nitrobenzyl bromide), C(CC(=O)OCC)(=O)OCC (diethyl malonate), C(=O)([O-])[O-].[K+].[K+] (K2CO3). The solvent is CC(=O)C (acetone). Yields the product [N+](=O)([O-])C1=CC=C(C=C1)CC(C(=O)OCC)C(=O)OCC (diethyl 2-[(4-nitrophenyl)methyl]propanedioate). Yield: 88.0%. RXN SMILES: C(O)CCO.CC1C=CC(S(OCC(CC2C=CC([N+]([O-])=O)=CC=2)COS(C2C=CC(C)=CC=2)(=O)=O)(=O)=O)=CC=1.[N+:41]([C:44]1[CH:51]=[CH:50][C:47]([CH2:48]Br)=[CH:46][CH:45]=1)([O-:43])=[O:42].[C:52]([O:60][CH2:61][CH3:62])(=[O:59])[CH2:53][C:54]([O:56][CH2:57][CH3:58])=[O:55].C([O-])([O-])=O.[K+].[K+]>CC(C)=O>[N+:41]([C:44]1[CH:51]=[CH:50][C:47]([CH2:48][CH:53]([C:54]([O:56][CH2:57][CH3:58])=[O:55])[C:52]([O:60][CH2:61][CH3:62])=[O:59])=[CH:46][CH:45]=1)([O-:43])=[O:42] |f:4.5.6|. Reported procedure: Although PCB-TE2A is a good chelator having an octahedral coordination site with metals like Cu, one of its two pendant arms has to be sacrificed whenever it is conjugated with biomolecules. To keep intact the octahedral coordination structure while allowing further conjugation with biomolecules, introduction of an extra functional group in the backbone is necessary. For this purpose, the inventors have synthesized a suitably tailored nitro-derivative of ditosyl ester of 1,3-propanediol, 25. The... Starting materials: CN(C)C=O (DMF), B.[Na] (sodium boron hydride), glass, C12C3C(C(C=C1)C2)C(=O)OC3=O (5-norbornene-2,3-dicarboxylic anhydride), B.[Na] (sodium boron hydride), S(O)(O)(=O)=O (sulfuric acid), O (water), CN(C)C=O (DMF), C12C3C(C(C=C1)C2)C(=O)OC3=O (5-norbornene-2,3-dicarboxylic anhydride), C12C3C(C(C=C1)C2)C(=O)OC3=O (5-norbornene-2,3-dicarboxylic anhydride), CN(C)C=O (DMF). Solvent: [Cl-].[Na+].O (brine). Run at time 2 hour. Yields the product C12=C3C(OCC3C(CC1)C2)=O (4-oxatricyclo[5.2.1.02,6]decen-3-one). The yield is 89.0%. As a reaction SMILES: CN(C=O)C.B.[Na].O.S(=O)(=O)(O)O.[CH:14]12[CH2:20][CH:17]([CH:18]=[CH:19]1)[CH:16]1[C:21]([O:23][C:24](=O)[CH:15]21)=[O:22]>[Cl-].[Na+].O>[C:17]12[CH2:20][CH:14]([CH2:19][CH2:18]1)[CH:15]1[C:16]=2[C:21](=[O:22])[O:23][CH2:24]1 |f:1.2,6.7.8,^1:6|. Procedure details: 18.0 kg of DMF and 1.17 kg (27.8 mol) of sodium boron hydride were placed in a 200 L glass lining reaction tank equipped with a jacket and an agitator, and sodium boron hydride was dissolved by stirring. Thereafter, brine was supplied to the jacket, and the inside of the tank was set at a temperature of 0° C. to 5° C. Moreover, nitrogen gas started to be supplied at 0.1 L/min from the end of the tank. 8.46 kg (51.5 mol) of a commercially available 5-norbornene-2,3-dicarboxylic anhydride and 12.7... The reactants are intermediate ( xi ), C(C)(C)(C)OC(=O)N1C[C@H](CC1)N1[C@H](CCC1)C ((2S,3′S)-2-methyl-[1,3′]bipyrrolidinyl-1′-carboxylic acid tert-butyl ester), C(C)(C)(C)OC(=O)N1C[C@@H](CC1)OS(=O)(=O)C1=CC=C(C=C1)C (3-(3R)-(toluene-4-sulfonyloxy)-pyrrolidine-1-carboxylic acid tert-butyl ester), C[C@@H]1NCCCC1 ((S)-2-methyl-piperidine). The product is C(C)(C)(C)OC(=O)N1C[C@H](CC1)N1[C@H](CCCC1)C ((S)-3-((S)-2-Methyl-piperidin-1-yl)-pyrrolidine-1-carboxylic acid tert-butyl ester). Isolated yield 38.0%. Reaction SMILES: [C:1]([O:5][C:6]([N:8]1[CH2:12][CH2:11][C@H:10]([N:13]2[CH2:17][CH2:16][CH2:15][C@@H:14]2[CH3:18])[CH2:9]1)=[O:7])([CH3:4])([CH3:3])[CH3:2].[C:19](OC(N1CC[C@@H](OS(C2C=CC(C)=CC=2)(=O)=O)C1)=O)(C)(C)C.C[C@H]1CCCCN1>>[C:1]([O:5][C:6]([N:8]1[CH2:12][CH2:11][C@H:10]([N:13]2[CH2:17][CH2:16][CH2:15][CH2:18][C@@H:14]2[CH3:19])[CH2:9]1)=[O:7])([CH3:2])([CH3:3])[CH3:4]. Procedure: The title compound was prepared in a manner substantially the same as intermediate (xi), (2S,3′S)-2-methyl-[1,3′]bipyrrolidinyl-1′-carboxylic acid tert-butyl ester by condensing 3-(3R)-(toluene-4-sulfonyloxy)-pyrrolidine-1-carboxylic acid tert-butyl ester (5 g) with (S)-2-methyl-piperidine to obtain 1.5 g (38% yield) of the title compound as a beige oil.